Dataset: the Open Reaction Database (ORD), a public repository of structured organic reaction records. Task: describe an organic reaction: reactants, conditions, products, and yield The reactants are ClCC=1N=C(OC1)\C=C\C1=CC=CC=C1 (4-chloromethyl-2-[(E)-styryl]oxazole), Cl (HCl), [H-].[Na+] (Sodium hydride), OC1=C(C=C(C=C1)CCCC1C(NC(O1)=O)=O)OC (5-[3-(4-hydroxy-3-methoxyphenyl]propyl]-2,4-oxazolidinedione). Solvent: CN(C=O)C (N,N-dimethylformamide), O (water). Conditions: time 1 hour. The product is COC=1C=C(C=CC1OCC=1N=C(OC1)\C=C\C1=CC=CC=C1)CCCC1C(NC(O1)=O)=O (5-[3-[3-methoxy-4-[2-[(E)-styryl]-4-oxazolylmethoxy]phenyl]propyl]-2,4-oxazolidinedione). Yield: 65.1%. Reaction SMILES: [H-].[Na+].[OH:3][C:4]1[CH:9]=[CH:8][C:7]([CH2:10][CH2:11][CH2:12][CH:13]2[O:17][C:16](=[O:18])[NH:15][C:14]2=[O:19])=[CH:6][C:5]=1[O:20][CH3:21].Cl[CH2:23][C:24]1[N:25]=[C:26](/[CH:29]=[CH:30]/[C:31]2[CH:36]=[CH:35][CH:34]=[CH:33][CH:32]=2)[O:27][CH:28]=1.Cl>CN(C)C=O.O>[CH3:21][O:20][C:5]1[CH:6]=[C:7]([CH2:10][CH2:11][CH2:12][CH:13]2[O:17][C:16](=[O:18])[NH:15][C:14]2=[O:19])[CH:8]=[CH:9][C:4]=1[O:3][CH2:23][C:24]1[N:25]=[C:26](/[CH:29]=[CH:30]/[C:31]2[CH:36]=[CH:35][CH:34]=[CH:33][CH:32]=2)[O:27][CH:28]=1 |f:0.1|. Procedure: Sodium hydride (60% in oil, 0.32 g) was added, at 0° C., to a solution of 5-[3-(4-hydroxy-3-methoxyphenyl]propyl]-2,4-oxazolidinedione (1.0 g) in N,N-dimethylformamide (DMF) (20 ml). The mixture was stirred for one hour at room temperature. To the reaction mixture was then added 4-chloromethyl-2-[(E)-styryl]oxazole (0.87 g), which was stirred for 3.5 hours at 90° C. The reaction mixture was poured into water, which was acidified with 2N HCl, followed by extraction with ethyl acetate. The ethyl a... The reactants are [N+](=O)([O-])C1=CC=C(C=C1)C1=CNC2=C1C(=NC=C2)N (3-(4-nitrophenyl)-1H-pyrrolo[3,2-c]pyridin4-amine), [H][H] (hydrogen). The reagents and catalysts are [Pt]=O (Platinum oxide). Solvent: CO (MeOH). Yields the product NC1=CC=C(C=C1)C1=CNC2=C1C(=NC=C2)N (3-(4-Aminophenyl)-1H-pyrrolo[3,2-c]pyridin-4-amine). The yield is 92.9%. Reaction SMILES: [N+:1]([C:4]1[CH:9]=[CH:8][C:7]([C:10]2[C:14]3[C:15]([NH2:19])=[N:16][CH:17]=[CH:18][C:13]=3[NH:12][CH:11]=2)=[CH:6][CH:5]=1)([O-])=O.[H][H]>CO.[Pt]=O>[NH2:1][C:4]1[CH:5]=[CH:6][C:7]([C:10]2[C:14]3[C:15]([NH2:19])=[N:16][CH:17]=[CH:18][C:13]=3[NH:12][CH:11]=2)=[CH:8][CH:9]=1. Reported procedure: Platinum oxide (catalytic) was added to a solution of 3-(4-nitrophenyl)-1H-pyrrolo[3,2-c]pyridin4-amine (0.006 g, 0.024 mmol, 1.0 eq) in MeOH (1 mL) and the reaction mixture was stirred at room temperature under a blanket of hydrogen (50 psi) for 1 h. The reaction mixture was filtered through Celite® and the filtrate concentrated in vacuo to afford the product (0.005 g, 100%) as a solid. MS(ESI+) m/z 225 (M+H)+. Calculated: 225.1140, found: 225.1141.